describe an organic reaction: reactants, conditions, products, and yield From a dataset of the Open Reaction Database (ORD), a public repository of structured organic reaction records. Starting materials: COc1ccc(C(O)c2ccc(OC)cc2)cc1, Cc1ccccc1, BrP(Br)Br, c1ccncc1. The product is COc1ccc(C(Br)c2ccc(OC)cc2)cc1. Reaction SMILES: [CH3:1][O:2][c:3]1[cH:4][cH:5][c:6]([CH:9]([OH:10])[c:11]2[cH:12][cH:13][c:14]([O:17][CH3:18])[cH:15][cH:16]2)[cH:7][cH:8]1.[CH3:29][c:30]1[cH:31][cH:32][cH:33][cH:34][cH:35]1.[P:25]([Br:26])([Br:27])[Br:28].[cH:19]1[cH:20][cH:21][n:22][cH:23][cH:24]1>>[CH3:1][O:2][c:3]1[cH:4][cH:5][c:6]([CH:9]([c:11]2[cH:12][cH:13][c:14]([O:17][CH3:18])[cH:15][cH:16]2)[Br:26])[cH:7][cH:8]1.